Task: describe an organic reaction: reactants, conditions, products, and yield. Dataset: the Open Reaction Database (ORD), a public repository of structured organic reaction records Reactants: CN(C)S(=O)(=O)N1CCNCC1, CC1CCC(N(C(=O)Nc2ncc(C=O)s2)C2CCCCC2)CC1, Cl. Yields the product CC1CCC(N(C(=O)Nc2ncc(CN3CCN(S(=O)(=O)N(C)C)CC3)s2)C2CCCCC2)CC1. RXN SMILES: [CH3:26][N:27]([S:28](=[O:29])(=[O:30])[N:31]1[CH2:32][CH2:33][NH:34][CH2:35][CH2:36]1)[CH3:37].[CH:1]1([N:7]([C:8](=[O:9])[NH:10][c:11]2[s:12][c:13]([CH:16]=[O:17])[cH:14][n:15]2)[CH:18]2[CH2:19][CH2:20][CH:21]([CH3:24])[CH2:22][CH2:23]2)[CH2:2][CH2:3][CH2:4][CH2:5][CH2:6]1.[ClH:25]>>[CH:1]1([N:7]([C:8](=[O:9])[NH:10][c:11]2[s:12][c:13]([CH2:16][N:34]3[CH2:33][CH2:32][N:31]([S:28]([N:27]([CH3:26])[CH3:37])(=[O:29])=[O:30])[CH2:36][CH2:35]3)[cH:14][n:15]2)[CH:18]2[CH2:19][CH2:20][CH:21]([CH3:24])[CH2:22][CH2:23]2)[CH2:2][CH2:3][CH2:4][CH2:5][CH2:6]1. The reactants are O=C1CCC(=O)N1Br, Cc1ccc2ccc(Br)cc2n1, O=C(OOC(=O)c1ccccc1)c1ccccc1, ClC(Cl)(Cl)Cl. The product is BrCc1ccc2ccc(Br)cc2n1. RXN SMILES: [Br:13][N:14]1[C:15](=[O:16])[CH2:17][CH2:18][C:19]1=[O:20].[Br:1][c:2]1[cH:3][cH:4][c:5]2[cH:6][cH:7][c:8]([CH3:12])[n:9][c:10]2[cH:11]1.[C:21]([O:22][O:23][C:24](=[O:25])[c:26]1[cH:27][cH:28][cH:29][cH:30][cH:31]1)(=[O:32])[c:33]1[cH:34][cH:35][cH:36][cH:37][cH:38]1.[Cl:39][C:40]([Cl:41])([Cl:42])[Cl:43]>>[Br:1][c:2]1[cH:3][cH:4][c:5]2[cH:6][cH:7][c:8]([CH2:12][Br:13])[n:9][c:10]2[cH:11]1. Yield: 95.6%. RXN SMILES: [CH3:1][O:2][C:3]1[CH:16]=[CH:15][C:6]2[N:7]3[C:12]([CH2:13][OH:14])=[CH:11][N:10]=[C:8]3[S:9][C:5]=2[CH:4]=1>CN(C=O)C.C1(C)C=CC=CC=1.O=[Mn]=O>[CH3:1][O:2][C:3]1[CH:16]=[CH:15][C:6]2[N:7]3[C:12]([CH:13]=[O:14])=[CH:11][N:10]=[C:8]3[S:9][C:5]=2[CH:4]=1. The product is COC1=CC2=C(N3C(S2)=NC=C3C=O)C=C1 (7-Methoxy-imidazo [2,1-b]benzothiazole-3-carboxaldehyde). Procedure details: A solution of 7-Methoxy-imidazo[2,1-b]benzothiazole-3-methanol (Formula M-2) (4.0 g) in DMF (25 mL) was diluted with toluene (200 mL) and the warm solution was treated with MnO2 (8.84 g). The suspension was azeotropically distilled for 4 hours, cooled to 50°, and filtered. The combined filtrate and toluene washes were concentrated and the concentrate was diluted with water. Precipitated 7-Methoxy-imidazo[2,1-b]benzothiazole-3-carboxaldehyde (Formula M-3) (3.8 g) was filtered and recrystallized f... Run in CN(C)C=O (DMF), C1(=CC=CC=C1)C (toluene). Reagents/catalysts: O=[Mn]=O (MnO2). Starting materials: COC1=CC2=C(N3C(S2)=NC=C3CO)C=C1 (7-Methoxy-imidazo[2,1-b]benzothiazole-3-methanol). Product: [N+](=O)([O-])C1=CC=C(COC(=O)N2CC=3N(CC2)N=C(C3)C(C3([C@H]2SC=C(N2C3=O)C(=O)OCC3=CC=C(C=C3)[N+](=O)[O-])Br)OC(C)=O)C=C1 (2-{(RS)-Acetoxy-[(5R,6RS)-6-bromo-2-(4-nitrobenzyloxycarbonyl)-7-oxo-4-thia-1-azabicyclo[3.2.0]hept-2-en-6-yl]-methyl}-6,7-dihydro-4H-pyrazolo[1,5-a]pyrazine-5-carboxylic acid 4-nitrobenzyl ester). The reagents and catalysts are CN(C)C=1C=CN=CC1 (DMAP). RXN SMILES: [N+:1]([C:4]1[CH:24]=[CH:23][C:7]([CH2:8][O:9][C:10]([N:12]2[CH2:17][CH2:16][N:15]3[N:18]=[C:19]([CH:21]=[O:22])[CH:20]=[C:14]3[CH2:13]2)=[O:11])=[CH:6][CH:5]=1)([O-:3])=[O:2].[Mg+2].[Br-].[Br-].[N+:28]([C:31]1[CH:49]=[CH:48][C:34]([CH2:35][O:36][C:37]([C:39]2[N:40]3[C@H:43]([S:44][CH:45]=2)[C@@H:42]([Br:46])[C:41]3=[O:47])=[O:38])=[CH:33][CH:32]=1)([O-:30])=[O:29].[C:50](OC(=O)C)(=[O:52])[CH3:51]>CN(C1C=CN=CC=1)C.C(OCC)(=O)C.CCN(CC)CC.C1COCC1.C(#N)C>[N+:1]([C:4]1[CH:24]=[CH:23][C:7]([CH2:8][O:9][C:10]([N:12]2[CH2:17][CH2:16][N:15]3[N:18]=[C:19]([CH:21]([O:22][C:50](=[O:52])[CH3:51])[C:42]4([Br:46])[C:41](=[O:47])[N:40]5[C@@H:43]4[S:44][CH:45]=[C:39]5[C:37]([O:36][CH2:35][C:34]4[CH:48]=[CH:49][C:31]([N+:28]([O-:30])=[O:29])=[CH:32][CH:33]=4)=[O:38])[CH:20]=[C:14]3[CH2:13]2)=[O:11])=[CH:6][CH:5]=1)([O-:3])=[O:2] |f:1.2.3|. Reaction conditions: temperature -20 celsius, time 1.5 hour. Solvent: CCN(CC)CC (Et3N), C(C)#N (acetonitrile), C(C)(=O)OCC (ethyl acetate), C1CCOC1 (THF). The reactants are C(C)(=O)OC(C)=O (acetic anhydride), [N+](=O)([O-])C1=CC=C(COC(=O)N2CC=3N(CC2)N=C(C3)C=O)C=C1 (2-Formyl-6,7-dihydro-4H-pyrazolo[1,5-a]pyrazine-5-carboxylic acid 4-nitrobenzyl ester), [Mg+2].[Br-].[Br-] (MgBr2), [N+](=O)([O-])C1=CC=C(COC(=O)C=2N3C([C@@H]([C@H]3SC2)Br)=O)C=C1 ((5R,6S)-6-bromo-7-oxo-4-thia-1-azabicyclo[3.2.0]hept-2-ene-2-carboxylic acid 4-nitrobenzyl ester), C(C)(=O)OC(C)=O (Acetic anhydride). Reported procedure: 2-Formyl-6,7-dihydro-4H-pyrazolo[1,5-a]pyrazine-5-carboxylic acid 4-nitrobenzyl ester (2.71 g) was added to the dry acetonitrile (164 mL) solution of anhydrous MgBr2 (cont. 98%) (6.17 g) under a nitrogen atmosphere at room temperature. The dry THF solution (164 mL) of (5R,6S)-6-bromo-7-oxo-4-thia-1-azabicyclo[3.2.0]hept-2-ene-2-carboxylic acid 4-nitrobenzyl ester (cont. 96.5%) (3.27 g) was added to the mixture, cooled to −20° C., and Et3N (cont. 99%) (9.24 mL) was added in one portion. The react...